describe an organic reaction: reactants, conditions, products, and yield From a dataset of the Open Reaction Database (ORD), a public repository of structured organic reaction records. Starting materials: BrCc1ccccc1, Br, Br, O=C([O-])O, CC(C)(C)OC(=O)OC(=O)OC(C)(C)C, O=C([O-])[O-], C1CCOC1, ClCCl, [Cs+], [Cs+], [Na+], COc1cc(O)ccc1N1CCNCC1, O=C(O)C(F)(F)F. The product is COc1cc(OCc2ccccc2)ccc1N1CCNCC1. As a reaction SMILES: [Br:44][CH2:45][c:46]1[cH:47][cH:48][cH:49][cH:50][cH:51]1.[BrH:1].[BrH:2].[C:18](=[O:19])([OH:20])[O-:21].[C:23]([O:24][C:25]([O:26][C:27]([O:28][C:29]([CH3:30])([CH3:31])[CH3:32])=[O:33])=[O:34])([CH3:35])([CH3:36])[CH3:37].[C:38](=[O:39])([O-:40])[O-:41].[CH2:59]1[O:60][CH2:61][CH2:62][CH2:63]1.[CH2:64]([Cl:65])[Cl:66].[Cs+:42].[Cs+:43].[Na+:22].[OH:3][c:4]1[cH:5][c:6]([O:16][CH3:17])[c:7]([N:10]2[CH2:11][CH2:12][NH:13][CH2:14][CH2:15]2)[cH:8][cH:9]1.[OH:52][C:53]([C:54]([F:55])([F:56])[F:57])=[O:58]>>[O:3]([c:4]1[cH:5][c:6]([O:16][CH3:17])[c:7]([N:10]2[CH2:11][CH2:12][NH:13][CH2:14][CH2:15]2)[cH:8][cH:9]1)[CH2:45][c:46]1[cH:47][cH:48][cH:49][cH:50][cH:51]1. Starting materials: COC1=CC(=NC(=N1)C)N (6-methoxy-2-methyl-4-pyrimidinamine), BrCC(C(=O)C1=CC=CC=C1)=O (3-bromo-1-phenyl-1,2-propanedione). Run in O1CCCC1 (tetrahydrofuran), CCOCC (ether). Conditions: time 8 hour. The product is COC1=CC=2N(C(=N1)C)C=C(N2)C(=O)C2=CC=CC=C2 ((7-methoxy-5-methyl-imidazo[1,2-c]pyrimidin-2-yl)-phenylmethanone). Yield: 66.9%. As a reaction SMILES: [CH3:1][O:2][C:3]1[N:8]=[C:7]([CH3:9])[N:6]=[C:5]([NH2:10])[CH:4]=1.Br[CH2:12][C:13](=O)[C:14]([C:16]1[CH:21]=[CH:20][CH:19]=[CH:18][CH:17]=1)=[O:15]>O1CCCC1.CCOCC>[CH3:1][O:2][C:3]1[N:8]=[C:7]([CH3:9])[N:6]2[CH:12]=[C:13]([C:14]([C:16]3[CH:21]=[CH:20][CH:19]=[CH:18][CH:17]=3)=[O:15])[N:10]=[C:5]2[CH:4]=1. Procedure: A stirred solution of 2.1 g of 6-methoxy-2-methyl-4-pyrimidinamine in dry tetrahydrofuran was treated with a solution of 5.4 g of 3-bromo-1-phenyl-1,2-propanedione in 5 ml of dry ether. After stirring overnight, the mixture was chilled and the precipitated salt filtered off. A suspension of the salt in dry ethanol was refluxed for 1.5 hours, chilled, and filtered. The solid was shaken with a mixture of chloroform and aqueous sodium bicarbonate and the organic layer was evaporated to dryness unde... Reactants: ClCCCOC=1C=C(C#N)C=CC1 (3-(3-Chloropropan-1-yl)oxybenzonitrile), C(C)#N (acetonitrile), Cl.Cl.N1CCC(CC1)NC(=O)C1=CC2=CN=C3C=CC=C(S1)N32 (N-(piperidin-4-yl)-5-thia-1,8b-diazaacenaphthylene-4-carboxamide dihydrochloride), 1,8b-diazabicyclo[5.4.0]-7-undecene, [I-].[Na+] (sodium iodide). The solvent is C(C)N(CC)CC (triethylamine). Yields the product C(#N)C=1C=C(C=CC1)OCCCN1CCC(CC1)NC(=O)C1=CC2=CN=C3C=CC=C(S1)N32 (N-[1-[3-(3-Cyanophenyloxy)propan-1-yl]piperidin-4-yl]-5-thia-1,8b-diazaacenaphthylene-4-carboxamide). Isolated yield 57.4%. RXN SMILES: Cl[CH2:2][CH2:3][CH2:4][O:5][C:6]1[CH:7]=[C:8]([CH:11]=[CH:12][CH:13]=1)[C:9]#[N:10].C(#N)C.Cl.Cl.[NH:19]1[CH2:24][CH2:23][CH:22]([NH:25][C:26]([C:28]2[S:38][C:37]3[N:39]4[C:30](=[CH:31][N:32]=[C:33]4[CH:34]=[CH:35][CH:36]=3)[CH:29]=2)=[O:27])[CH2:21][CH2:20]1.[I-].[Na+]>C(N(CC)CC)C>[C:9]([C:8]1[CH:7]=[C:6]([O:5][CH2:4][CH2:3][CH2:2][N:19]2[CH2:20][CH2:21][CH:22]([NH:25][C:26]([C:28]3[S:38][C:37]4[N:39]5[C:30](=[CH:31][N:32]=[C:33]5[CH:34]=[CH:35][CH:36]=4)[CH:29]=3)=[O:27])[CH2:23][CH2:24]2)[CH:13]=[CH:12][CH:11]=1)#[N:10] |f:2.3.4,5.6|. Procedure: 3-(3-Chloropropan-1-yl)oxybenzonitrile (503 mg) was added, at room temperature, to an acetonitrile solution (20 ml) of N-(piperidin-4-yl)-5-thia-1,8b-diazaacenaphthylene-4-carboxamide dihydrochloride (800 mg), 1,8b-diazabicyclo[5.4.0]-7-undecene (662 mg), triethylamine (1.09 g) and sodium iodide (285 mg). The mixture was heated under reflux for 6.5 hours under nitrogen atmosphere. The reaction mixture was concentrated under reduced pressure. To the concentrate was added water, which was subjecte... Reactants: COC(CN(CC(C)C)C(=O)OC(C)(C)C)=O (Nα-(tert-Butyloxycarbonyl)-Nα-(2-methylpropyl) glycine methyl ester), O.[OH-].[Li+] (Lithium hydroxide monohydrate). Run in C1CCOC1.O (THF H2O), C(C)(=O)OCC (ethyl acetate). The product is C(C)(C)(C)OC(=O)N(CC(=O)O)CC(C)C (Nα-(tert-Butyloxycarbonyl)-Nα-(2-methylpropyl) glycine). The yield is 39.9%. RXN SMILES: C[O:2][C:3](=[O:17])[CH2:4][N:5]([C:10]([O:12][C:13]([CH3:16])([CH3:15])[CH3:14])=[O:11])[CH2:6][CH:7]([CH3:9])[CH3:8].O.[OH-].[Li+]>C1COCC1.O.C(OCC)(=O)C>[C:13]([O:12][C:10]([N:5]([CH2:6][CH:7]([CH3:9])[CH3:8])[CH2:4][C:3]([OH:17])=[O:2])=[O:11])([CH3:16])([CH3:15])[CH3:14] |f:1.2.3,4.5|. Procedure: Nα-(tert-Butyloxycarbonyl)-Nα-(2-methylpropyl) glycine methyl ester (960 mg, 3.91 mmol) was dissolved in THF/H2O (9:1, 25 ml). Lithium hydroxide monohydrate (492 mg, 11.7 mmol) was added. After 18 h at room temperature the reaction mixture was diluted with ethyl acetate (100 ml). This solution was washed with 1M HCl, water and brine, dried (Na2SO4) and evaporated in vacuo to give a colourless oil identified as the title compound (360 mg, 1.56 mmol, 40%). Reactants: ClC=1C=CC(=C(C1)C=NC1CC1)C(C)C (N-[(5-Chloro-2-isopropylphenyl)methylene]cyclopropanamine). Reagents/catalysts: [Pt] (Platinum on activated carbon). Solvent: CO (methanol). Conditions: time 8 hour. Product: ClC=1C=CC(=C(CNC2CC2)C1)C(C)C (N-(5-Chloro-2-isopropylbenzyl)cyclopropanamine). The yield is 94.6%. Reaction SMILES: [Cl:1][C:2]1[CH:3]=[CH:4][C:5]([CH:13]([CH3:15])[CH3:14])=[C:6]([CH:8]=[N:9][CH:10]2[CH2:12][CH2:11]2)[CH:7]=1>[Pt].CO>[Cl:1][C:2]1[CH:3]=[CH:4][C:5]([CH:13]([CH3:15])[CH3:14])=[C:6]([CH:7]=1)[CH2:8][NH:9][CH:10]1[CH2:12][CH2:11]1. Reported procedure: Platinum on activated carbon (5 g, 5% Pt, dry) was added to a solution of N-[(5-chloro-2-isopropylphenyl)methylene]cyclopropanamine (III) (160.8 g, 0.725 mol) in methanol (1350 ml). The reaction vessel was subsequently flushed with nitrogen and pressurized with 6 bar of hydrogen at a maximum of 25° C. for 8 hours. The contents of the autoclave were filtered through Celite, washed with methanol and the solvent was distilled off under reduced pressure. N-(5-Chloro-2-isopropylbenzyl)cyclopropanamin... Reactants: C(#N)CCOC(CCO)C (3-(2-cyanoethoxy)-1-butanol), C(CC(C)O)O (1,3-butanediol), C(C=C)#N (acrylonitrile). The product is C(C=C)(=O)OCCC(C)OCCC#N (3-(2-Cyanoethoxy)butyl Acrylate). Reaction SMILES: [C:1]([CH2:3][CH2:4][O:5][CH:6]([CH3:10])[CH2:7][CH2:8][OH:9])#[N:2].[CH2:11](O)[CH2:12][CH:13]([OH:15])C.C(#N)C=C>>[C:13]([O:9][CH2:8][CH2:7][CH:6]([O:5][CH2:4][CH2:3][C:1]#[N:2])[CH3:10])(=[O:15])[CH:12]=[CH2:11]. Reported procedure: Following the procedures described in Example 1, 3-(2-cyanoethoxy)-1-butanol (bp 145°-150° C./2.5 mm Hg) is prepared from 1,3-butanediol and acrylonitrile, acrylation of which gives the desired product.